From a dataset of the Open Reaction Database (ORD), a public repository of structured organic reaction records. describe an organic reaction: reactants, conditions, products, and yield Reactants: Fc1ccccc1Br, Cc1cn(Cc2ccccc2)c(C)n1. Reagents/catalysts: CC(C)(C)c1ccc(-c2ccc(C(C)(C)C)cc2)cc1 (4,4'-di-tert-butylbiphenyl), CC(C)(C)C(=O)[O-].[K+] (KOPiv), Cl[Pd]CC=C.C=CC[Pd]Cl ([Pd(allyl)Cl]2), CN(C)c1ccc(P(C2CCCCC2)C2CCCCC2)cc1 (A-caPhos). Solvent: CC(=O)N(C)C (DMA), CC(=O)N(C)C (DMA), CC(=O)N(C)C (DMA). Run at temperature 120 celsius, time 24 hour. Product: Cc1nc(C)n(Cc2ccccc2)c1-c1ccccc1F. Yield: 0.0%. Starting materials: CC1CN(CCN2CCC(NC(=O)OC(C)(C)C)CC2)CCC1OC(=O)C(C)(C)C, C[O-], [Na+]. The product is CC1CN(CCN2CCC(NC(=O)OC(C)(C)C)CC2)CCC1O. As a reaction SMILES: [C:1]([CH3:2])([CH3:3])([CH3:4])[O:5][C:6](=[O:7])[NH:8][CH:9]1[CH2:10][CH2:11][N:12]([CH2:15][CH2:16][N:17]2[CH2:18][CH:19]([CH3:30])[CH:20]([O:23][C:24](=[O:25])[C:26]([CH3:27])([CH3:28])[CH3:29])[CH2:21][CH2:22]2)[CH2:13][CH2:14]1.[CH3:31][O-:32].[Na+:33]>>[C:1]([CH3:2])([CH3:3])([CH3:4])[O:5][C:6](=[O:7])[NH:8][CH:9]1[CH2:10][CH2:11][N:12]([CH2:15][CH2:16][N:17]2[CH2:18][CH:19]([CH3:30])[CH:20]([OH:23])[CH2:21][CH2:22]2)[CH2:13][CH2:14]1. Starting materials: C(CC(=O)OC(C)(C)C)(=O)OC(C)(C)C (di-tert-butyl malonate), BrCCCN1C(C=2C(C1=O)=CC=CC2)=O (N-(3-bromopropyl)phthalimide), [H-].[Na+] (Sodium hydride). Solvent: C1CCOC1 (THF), hexanes, C1CCOC1 (THF). Reaction conditions: temperature 0 celsius, time 2 hour. Product: C1(C=2C(C(N1CCCC(C(=O)OC(C)(C)C)(C(=O)OC(C)(C)C)CCCN1C(C=3C(C1=O)=CC=CC3)=O)=O)=CC=CC2)=O (di-tert-butyl bis(3-phthalimidopropyl)malonate). Yield: 72.0%. RXN SMILES: [H-].[Na+].[C:3]([O:13][C:14]([CH3:17])([CH3:16])[CH3:15])(=[O:12])[CH2:4][C:5]([O:7][C:8]([CH3:11])([CH3:10])[CH3:9])=[O:6].Br[CH2:19][CH2:20][CH2:21][N:22]1[C:26](=[O:27])[C:25]2=[CH:28][CH:29]=[CH:30][CH:31]=[C:24]2[C:23]1=[O:32]>C1COCC1>[C:26]1(=[O:27])[N:22]([CH2:21][CH2:20][CH2:19][C:4]([CH2:19][CH2:20][CH2:21][N:22]2[C:26](=[O:27])[C:25]3=[CH:28][CH:29]=[CH:30][CH:31]=[C:24]3[C:23]2=[O:32])([C:5]([O:7][C:8]([CH3:9])([CH3:10])[CH3:11])=[O:6])[C:3]([O:13][C:14]([CH3:17])([CH3:16])[CH3:15])=[O:12])[C:23](=[O:32])[C:24]2=[CH:31][CH:30]=[CH:29][CH:28]=[C:25]12 |f:0.1|. Reported procedure: Sodium hydride (4.08 g, 102 mmol, 60% by weight) is washed with hexanes and mixed with 30 mL of THF. The mixture is cooled to 0° C. and treated with a solution of di-tert-butyl malonate (10.0 g, 46.23 mmol) and N-(3-bromopropyl)phthalimide (24.7 g, 92.46 mmol) in 80 mL of THF. After the addition the reaction is allowed to stir at room temperature for 2 hours and then is heated to reflux overnight. The reaction is cooled and the volatiles are removed under reduced pressure. The residue is partiti...